Dataset: the Open Reaction Database (ORD), a public repository of structured organic reaction records. Task: describe an organic reaction: reactants, conditions, products, and yield Starting materials: CN1N=NN=C1SCCCCl (1-methyl-5-(3-chloropropyl)thio-1,2,3,4-tetrazole), O1CCCC1 (tetrahydrofuran), C(C)C1SCCCS1 (2-Ethyl-1,3,-dithian), O1CCCC1 (tetrahydrofuran), solution, C(CCC)[Li] (n-butyllithium), ice water. The solvent is CCCCCC (n-hexane). Run at temperature -78 celsius. Yields the product CN1N=NN=C1SCCCC(CC)=O (1-methyl-5-(3-propionylpropyl)thio-1,2,3,4-tetrazole). As a reaction SMILES: C(C1SCCCS1)C.C([Li])CCC.[CH3:14][N:15]1[C:19]([S:20][CH2:21][CH2:22][CH2:23]Cl)=[N:18][N:17]=[N:16]1.[O:25]1C[CH2:28][CH2:27][CH2:26]1>CCCCCC>[CH3:14][N:15]1[C:19]([S:20][CH2:21][CH2:22][CH2:23][C:26](=[O:25])[CH2:27][CH3:28])=[N:18][N:17]=[N:16]1. Reported procedure: 2-Ethyl-1,3,-dithian (1,5 g) is dissolved in dried tetrahydrofuran (20 ml) and cooled to -78° C. To the mixture is added dropwise 1.6 N solution of n-butyllithium in n-hexane (6.5 ml) with stirring in argon gas flow. The mixture is stirred at -78° C. for 30 minutes. To the mixture is added dropwise a solution of 1-methyl-5-(3-chloropropyl)thio-1,2,3,4-tetrazole (1.9 g) in dried tetrahydrofuran (5 ml). After stirring at -78° C. for 1 hour, the mixture is stirred 4 hours while it is heated slowly ... The reactants are ( i ), Cl.C1C(CCC2=CC=CC=C12)NCC(COC=1C=CC=C2C=CCC12)O (N-(1,2,3,4-tetrahydronaphth-2-yl)-2-hydroxy-3-inden-7-yloxypropanamine hydrochloride). Solvent: C(C)O (ethanol). Yields the product NC1CC2=CC=CC=C2CC1 (2-aminotetralin). RXN SMILES: Cl.[CH2:2]1[C:11]2[C:6](=[CH:7][CH:8]=[CH:9][CH:10]=2)[CH2:5][CH2:4][CH:3]1[NH:12]CC(O)COC1C=CC=C2C=1CC=C2>C(O)C>[NH2:12][CH:3]1[CH2:4][CH2:5][C:6]2[C:11](=[CH:10][CH:9]=[CH:8][CH:7]=2)[CH2:2]1 |f:0.1|. Reported procedure: Following the procedure of Example 27, but starting from 7-(2,3-epoxypropoxy)indene (18.8 g), obtained from 7-hydroxyindene and epichlorohydrin by the method described in DE 1,955,229, and 2-aminotetralin (14.85 g) in absolute ethanol (120 ml), N-(1,2,3,4-tetrahydronaphth-2-yl)-2-hydroxy-3-inden-7-yloxypropanamine hydrochloride is obtained ((i): R=H, Ar=radical 43, and the chain is attached to position 2 of the tetralin moiety). Reported procedure: To a solution of 7.0 g (35.4 mmol) of the alcohol (12) in 50 mL toluene at 0 degrees C., was slowly added 100 mL phosgene in toluene (12.5% phosgene in toluene). The reaction mixture was stirred at 0 degrees C. for 30 minutes and then at room temperature for 2 hours. The excess reagent and solvent was removed under reduced pressure and the crude product was quickly passed through a pad of silica gel (silica gel, CH2Cl2 -Hexane 2:3) to yield 7.8 g (80%) of the chloroformate (13). DCI-NH3 -MS, m/z... Conditions: temperature 0 celsius, time 30 minute. Run in C1(=CC=CC=C1)C (toluene), C1(=CC=CC=C1)C (toluene). Product: ClC(=O)OCC(C1=CC=CC=C1)C1=CC=CC=C1 (2,2-diphenyl-ethyl chloroformate). As a reaction SMILES: [C:1]1([CH:7]([C:10]2[CH:15]=[CH:14][CH:13]=[CH:12][CH:11]=2)[CH2:8][OH:9])[CH:6]=[CH:5][CH:4]=[CH:3][CH:2]=1.[C:16](Cl)([Cl:18])=[O:17]>C1(C)C=CC=CC=1>[Cl:18][C:16]([O:9][CH2:8][CH:7]([C:1]1[CH:2]=[CH:3][CH:4]=[CH:5][CH:6]=1)[C:10]1[CH:11]=[CH:12][CH:13]=[CH:14][CH:15]=1)=[O:17]. Isolated yield 80.0%. The reactants are C1(=CC=CC=C1)C(CO)C1=CC=CC=C1 (2,2-diphenyl ethanol), C(=O)(Cl)Cl (phosgene). The product is C(C1=CC=CC=C1)OC1=CC=C(C=C1)C[C@@H](C(=O)O)NC1=NC2=CC=C(C=C2C=C1C(=O)O)Cl (2-[(S)-2-(4-Benzyloxy-phenyl)-1-carboxy-ethylamino]-6-chloro-quinoline-3-carboxylic acid). As a reaction SMILES: Cl[C:2]1[C:11]([C:12]([OH:14])=[O:13])=[CH:10][C:9]2[C:4](=[CH:5][CH:6]=[C:7]([Cl:15])[CH:8]=2)[N:3]=1.[CH2:16]([O:23][C:24]1[CH:35]=[CH:34][C:27]([CH2:28][C@@H:29]([C:31]([OH:33])=[O:32])[NH2:30])=[CH:26][CH:25]=1)[C:17]1[CH:22]=[CH:21][CH:20]=[CH:19][CH:18]=1>>[CH2:16]([O:23][C:24]1[CH:35]=[CH:34][C:27]([CH2:28][C@H:29]([NH:30][C:2]2[C:11]([C:12]([OH:14])=[O:13])=[CH:10][C:9]3[C:4](=[CH:5][CH:6]=[C:7]([Cl:15])[CH:8]=3)[N:3]=2)[C:31]([OH:33])=[O:32])=[CH:26][CH:25]=1)[C:17]1[CH:22]=[CH:21][CH:20]=[CH:19][CH:18]=1. Isolated yield 32.0%. Reported procedure: In close analogy to the procedure described in Example 1, 2,6-dichloroquinoline-3-carboxylic acid is reacted with O-benzyl-L-tyrosine to provide the title compound in 32% yield as yellow needles (recrystallization from acetone/EtOH). Reactants: ClC1=NC2=CC=C(C=C2C=C1C(=O)O)Cl (2,6-dichloroquinoline-3-carboxylic acid), C(C1=CC=CC=C1)OC1=CC=C(C[C@H](N)C(=O)O)C=C1 (O-benzyl-L-tyrosine). The reactants are ClC1=NC2=C(C=CC(=C2C=C1CO)Cl)C ((2,5-dichloro-8-methylquinolin-3-yl)methanol), C1(=C(C=CC=C1)B(O)O)C (o-tolylboronic acid), C(=O)([O-])[O-].[K+].[K+] (K2CO3), P(Br)(Br)Br (phosphorus tribromide), C(=O)([O-])[O-].[K+].[K+] (K2CO3), SC1=C2NC=NC2=NC=N1 (6-mercaptopurine). The reagents and catalysts are C=1C=CC(=CC1)[P](C=2C=CC=CC2)(C=3C=CC=CC3)[Pd]([P](C=4C=CC=CC4)(C=5C=CC=CC5)C=6C=CC=CC6)([P](C=7C=CC=CC7)(C=8C=CC=CC8)C=9C=CC=CC9)[P](C=1C=CC=CC1)(C=1C=CC=CC1)C=1C=CC=CC1 (Pd(PPh3)4). Solvent: CCOC(=O)C (EtOAc), COCCOC (DME), O (water), CN(C)C=O (DMF). Reaction conditions: temperature 120 celsius, time 3 hour. The product is ClC1=C2C=C(C(=NC2=C(C=C1)C)C1=C(C=CC=C1)C)CSC1=C2NC=NC2=NC=N1 (5-Chloro-8-methyl-2-(2-methylphenyl)-3-[(7H-purin-6-ylthio)methyl]quinoline). Yield: 32.5%. Reaction SMILES: Cl[C:2]1[C:11]([CH2:12]O)=[CH:10][C:9]2[C:4](=[C:5]([CH3:15])[CH:6]=[CH:7][C:8]=2[Cl:14])[N:3]=1.[C:16]1([CH3:25])[CH:21]=[CH:20][CH:19]=[CH:18][C:17]=1B(O)O.C([O-])([O-])=O.[K+].[K+].P(Br)(Br)Br.[SH:36][C:37]1[N:45]=[CH:44][N:43]=[C:42]2[C:38]=1[NH:39][CH:40]=[N:41]2>COCCOC.O.CN(C=O)C.CCOC(C)=O.C1C=CC([P]([Pd]([P](C2C=CC=CC=2)(C2C=CC=CC=2)C2C=CC=CC=2)([P](C2C=CC=CC=2)(C2C=CC=CC=2)C2C=CC=CC=2)[P](C2C=CC=CC=2)(C2C=CC=CC=2)C2C=CC=CC=2)(C2C=CC=CC=2)C2C=CC=CC=2)=CC=1>[Cl:14][C:8]1[CH:7]=[CH:6][C:5]([CH3:15])=[C:4]2[C:9]=1[CH:10]=[C:11]([CH2:12][S:36][C:37]1[N:45]=[CH:44][N:43]=[C:42]3[C:38]=1[NH:39][CH:40]=[N:41]3)[C:2]([C:17]1[CH:18]=[CH:19][CH:20]=[CH:21][C:16]=1[CH3:25])=[N:3]2 |f:2.3.4,^1:67,69,88,107|. Procedure details: A mixture of (2,5-dichloro-8-methylquinolin-3-yl)methanol (500 mg, 2.06 mmol), o-tolylboronic acid (337 mg, 2.48 mmol) and K2CO3 (428 mg, 3.09 mmol) in DME (8 mL) and water (2 mL) was degassed by bubbling N2 through it for 5 minutes. Pd(PPh3)4 (119 mg, 0.1 mmol) was added and the reaction mixture was degassed for a further 5 minutes and then heated to 120° C. under microwave irradiation for 1 h. The solvent was removed in vacuo and the product was dissolved in DCM (40 mL). To this solution was a... Starting materials: O (H2O), ClC1=CC=C(C=C1)S(=O)(=O)NC1=C(C=CC(=C1)Cl)F (4-chloro-N-[5-chloro-2-fluorophenyl]benzenesulfonamide), C1(=CC=CC=C1)P(C1=CC=CC=C1)C1=CC=CC=C1 (triphenylphosphine), 5S-[[(1,1-dimethylethyl)dimethylsilyl]oxy]-2-pentanol, CC(C)OC(=O)/N=N/C(=O)OC(C)C (diisopropylazodicarboxylate). Solvent: C1CCOC1 (THF). Run at temperature 22 celsius, time 12 hour. Yields the product C1(=CC=CC=C1)S(=O)(=O)N (benzenesulfonamide). The yield is 61.0%. As a reaction SMILES: Cl[C:2]1[CH:7]=[CH:6][C:5]([S:8]([NH:11]C2C=C(Cl)C=CC=2F)(=[O:10])=[O:9])=[CH:4][CH:3]=1.C1(P(C2C=CC=CC=2)C2C=CC=CC=2)C=CC=CC=1.CC(OC(/N=N/C(OC(C)C)=O)=O)C.O>C1COCC1>[C:5]1([S:8]([NH2:11])(=[O:10])=[O:9])[CH:6]=[CH:7][CH:2]=[CH:3][CH:4]=1. Reported procedure: To a solution of 4-chloro-N-[5-chloro-2-fluorophenyl]benzenesulfonamide (500 mg, 1.56 mmol), triphenylphosphine (859 mg, 3.28 mmol) and 5S-[[(1,1-dimethylethyl)dimethylsilyl]oxy]-2-pentanol (682 mg, 3.12 mmol) in THF (7 mL) was added diisopropylazodicarboxylate (0.645 mL, 3.28 mol) dropwise at 0° C. under nitrogen. The resulting mixture was allowed to warm to 22° C. with stirring. Stirring was continued for a period of 12 h followed by the addition of 15 mL of H2O. The mixture was extracted with...